This data is from the Open Reaction Database (ORD), a public repository of structured organic reaction records. The task is: describe an organic reaction: reactants, conditions, products, and yield Reactants: Cl.N[C@@H](C(=O)O)C[C@@H](CCC)C ((2R,4R)-2-Amino-4-methyl-heptanoic acid hydrochloride), 2R-(benzyloxycarbonylaminomethyl)-4R-methyl-heptanoic acid. The reagents and catalysts are [Pd] (Pd/C). Run in CO (methanol). Conditions: time 18 hour. Product: Cl.N[C@H](C(=O)O)C[C@@H](CCC)C ((2S,4R)-2-amino-4-methyl-heptanoic acid hydrochloride). Isolated yield 40.0%. RXN SMILES: [ClH:1].[NH2:2][C@H:3]([CH2:7][C@H:8]([CH3:12])[CH2:9][CH2:10][CH3:11])[C:4]([OH:6])=[O:5]>CO.[Pd]>[ClH:1].[NH2:2][C@@H:3]([CH2:7][C@H:8]([CH3:12])[CH2:9][CH2:10][CH3:11])[C:4]([OH:6])=[O:5] |f:0.1,4.5|. Procedure details: A solution of (3R,5R)-5-Methyl-3-((4S,5R)4-methyl-2-oxo-5-phenyl-oxazolidine-3-carbonyl)-octanoic acid tert-butyl ester(3.9 g, 9.34 mmol) in dichloromethane (150 mL) was treated with trifluoroacetic acid (7.21 mL, 93.4 mL) and stirred 18 hours at ambient temperature. After the solvents and reagent were removed in vacuo, the resulting residue was tritrurated in 100 mL hexanes to provide 3.38 g of the title compound (100%) mp 142-143° C. MS M+1=362.1. 1H NMR (400 MHz; CDCl3) δ 0.85(2t, 6H, J=7.1 H...